From a dataset of the Open Reaction Database (ORD), a public repository of structured organic reaction records. describe an organic reaction: reactants, conditions, products, and yield Starting materials: N1CCNCC1 (piperazine), ClC1=CC2=C(C(C3=NC=CC=C3CS2)Cl)C=C1 (8,11-dichloro-5,11-dihydro[1]benzothiepino[4,3-b]pyridine), [OH-].[Na+] (NaOH). Run in O1CCCC1 (tetrahydrofuran), O1CCCC1 (tetrahydrofuran). Conditions: time 4 hour. The product is ClC1=CC2=C(C(C3=NC=CC=C3CS2)N2CCNCC2)C=C1 (8-CHLORO-5,11-DIHYDRO-11-(1-PIPERAZINYL)[1]BENZOTHIEPINO[4,3-b]PYRIDINE). Yield: 79.0%. Reaction SMILES: [Cl:1][C:2]1[CH:17]=[CH:16][C:5]2[CH:6](Cl)[C:7]3[C:12]([CH2:13][S:14][C:4]=2[CH:3]=1)=[CH:11][CH:10]=[CH:9][N:8]=3.[NH:18]1[CH2:23][CH2:22][NH:21][CH2:20][CH2:19]1.[OH-].[Na+]>O1CCCC1>[Cl:1][C:2]1[CH:17]=[CH:16][C:5]2[CH:6]([N:18]3[CH2:23][CH2:22][NH:21][CH2:20][CH2:19]3)[C:7]3[C:12]([CH2:13][S:14][C:4]=2[CH:3]=1)=[CH:11][CH:10]=[CH:9][N:8]=3 |f:2.3|. Procedure: Add a solution of 8,11-dichloro-5,11-dihydro[1]benzothiepino[4,3-b]pyridine (8.15 g, 0.029 mol) in tetrahydrofuran (100 mL) to a stirred suspension of piperazine (28.9 g, 0.34 mol) in tetrahydrofuran (290 mL) at 18°-19° C. over 20 minutes. Stir the mixture for 4 hours at room temperature and then pour it into 2.5M aqueous NaOH (250 mL) containing ice. Separate the layers, and extract the aqueous portion with EtOAc (3×100 mL). Combine the organic portions, and wash with H2O (3×75 mL) and brine (1... Reactants: CC1CN(C(=O)OC(C)(C)C)CC2Cc3ccc(CO)nc3N12, CCBr, [H-], [Na+]. Product: CCOCc1ccc2c(n1)N1C(C)CN(C(=O)OC(C)(C)C)CC1C2. Reaction SMILES: [C:1]([CH3:2])([CH3:3])([CH3:4])[O:5][C:6](=[O:7])[N:8]1[CH2:9][CH:10]2[CH2:11][c:12]3[cH:13][cH:14][c:15]([CH2:22][OH:23])[n:16][c:17]3[N:18]2[CH:19]([CH3:21])[CH2:20]1.[CH2:26]([CH3:27])[Br:28].[H-:24].[Na+:25]>>[C:1]([CH3:2])([CH3:3])([CH3:4])[O:5][C:6](=[O:7])[N:8]1[CH2:9][CH:10]2[CH2:11][c:12]3[cH:13][cH:14][c:15]([CH2:22][O:23][CH2:26][CH3:27])[n:16][c:17]3[N:18]2[CH:19]([CH3:21])[CH2:20]1. Reactants: C(#N)[BH3-].[Na+] (sodium cyanoborohydride), C(=O)C1C(C1)C(=O)OCC (ethyl 2-formylcyclopropane-1-carboxylate), C(=O)C1C(C1)C(=O)OCC (ethyl 2-formylcyclopropane-1-carboxylate), S(=O)(=O)([O-])[O-].[Mg+2] (magnesium sulfate), C(C1=CC=CC=C1)(C1=CC=CC=C1)(C1=CC=CC=C1)N (tritylamine). The solvent is CO (methanol). Reaction conditions: time 72 hour. Product: C(C)OC(=O)C1C(C1)CNC(C1=CC=CC=C1)(C1=CC=CC=C1)C1=CC=CC=C1 (ethyl-2-triphenylmethylaminomethyl-cyclopropane-1-carboxylate). RXN SMILES: [CH:1]([CH:3]1[CH2:5][CH:4]1[C:6]([O:8][CH2:9][CH3:10])=[O:7])=O.S([O-])([O-])(=O)=O.[Mg+2].[C:17]([NH2:36])([C:30]1[CH:35]=[CH:34][CH:33]=[CH:32][CH:31]=1)([C:24]1[CH:29]=[CH:28][CH:27]=[CH:26][CH:25]=1)[C:18]1[CH:23]=[CH:22][CH:21]=[CH:20][CH:19]=1.C([BH3-])#N.[Na+]>CO>[CH2:9]([O:8][C:6]([CH:4]1[CH2:5][CH:3]1[CH2:1][NH:36][C:17]([C:18]1[CH:23]=[CH:22][CH:21]=[CH:20][CH:19]=1)([C:30]1[CH:31]=[CH:32][CH:33]=[CH:34][CH:35]=1)[C:24]1[CH:25]=[CH:26][CH:27]=[CH:28][CH:29]=1)=[O:7])[CH3:10] |f:1.2,4.5|. Reported procedure: To a mixture of ethyl 2-formylcyclopropane-1-carboxylate (1.00 g; 7.03 mmol) and magnesium sulfate (0.85 g; 7.03 mmol) in 50 ml methanol is added tritylamine (1.82 g; 7.03 mmol). To this is then added sodium cyanoborohydride (0.88 g; 14.06 mmol) and stirred for 48 hrs. To this is then further added 0.20 g of ethyl 2-formylcyclopropane-1-carboxylate and stirring continued for another 72 hrs. The reaction mixture is filtered, concentrated in vacuo and flash chromatographed using hexane:ethylacetat... Starting materials: C12CN(CC2C1)C(=O)C=1SC(=C(N1)C1=CC=C(C=C1)Cl)C1=CC=C(C=C1)S(=O)(=O)N (4-(2-(3-azabicyclo[3.1.0]hexane-3-carbonyl)-4-(4-chlorophenyl)thiazol-5-yl)benzenesulfonamide), C12CN(CC2C1)C(=O)C=1SC(=C(N1)C1=CC=C(C=C1)Cl)C1=CC=C(C=C1)S(=O)(=O)N (4-(2-(3-azabicyclo[3.1.0]hexane-3-carbonyl)-4-(4-chlorophenyl)thiazol-5-yl)benzenesulfonamide), C(C)(=O)OC(C)=O (Acetic anhydride). Run in N1=CC=CC=C1 (pyridine), O (water). Reaction conditions: time 2 hour. Yields the product C12CN(CC2C1)C(=O)C=1SC(=C(N1)C1=CC=C(C=C1)Cl)C1=CC=C(C=C1)S(=O)(=O)NC(C)=O (N-((4-(2-(3-azabicyclo[3.1.0]hexane-3-carbonyl)-4-(4-chlorophenyl)thiazol-5-yl)phenyl)sulfonyl)acetamide). Yield: 21.5%. Reaction SMILES: C(O[C:5](=[O:7])[CH3:6])(=O)C.[CH:8]12[CH2:13][CH:12]1[CH2:11][N:10]([C:14]([C:16]1[S:17][C:18]([C:28]3[CH:33]=[CH:32][C:31]([S:34]([NH2:37])(=[O:36])=[O:35])=[CH:30][CH:29]=3)=[C:19]([C:21]3[CH:26]=[CH:25][C:24]([Cl:27])=[CH:23][CH:22]=3)[N:20]=1)=[O:15])[CH2:9]2>N1C=CC=CC=1.O>[CH:12]12[CH2:13][CH:8]1[CH2:9][N:10]([C:14]([C:16]1[S:17][C:18]([C:28]3[CH:33]=[CH:32][C:31]([S:34]([NH:37][C:5](=[O:7])[CH3:6])(=[O:36])=[O:35])=[CH:30][CH:29]=3)=[C:19]([C:21]3[CH:22]=[CH:23][C:24]([Cl:27])=[CH:25][CH:26]=3)[N:20]=1)=[O:15])[CH2:11]2. Procedure: Acetic anhydride (0.66 g, 0.65 mmol) was added to stirred solution of 44243-azabicyclo[3.1.0]hexane-3-carbonyl)-4-(4-chlorophenyl)thiazol-5-yl)benzenesulfonamide (Compound 73, 0.3 g, 0.65 mmol) in pyridine (5 ml) at 0° C. The reaction mixture was stirred at room temperature for 2 hr. The progress of reaction was monitored by TLC. The reaction mixture was diluted with water (25 ml) and extracted with ethyl acetate (2×25 ml). The combined organic layer was dried over sodium sulphate and concentrat... The reactants are COc1ccc(N2CCOCC2)c2sc(C(N)=S)nc12, CI, C1CCOC1. Yields the product COc1ccc(N2CCOCC2)c2sc(C(=N)SC)nc12, I. RXN SMILES: [CH3:1][O:2][c:3]1[cH:4][cH:5][c:6]([N:15]2[CH2:16][CH2:17][O:18][CH2:19][CH2:20]2)[c:7]2[c:8]1[n:9][c:10]([C:12]([NH2:13])=[S:14])[s:11]2.[I:21][CH3:22].[O:23]1[CH2:24][CH2:25][CH2:26][CH2:27]1>>[CH3:1][O:2][c:3]1[cH:4][cH:5][c:6]([N:15]2[CH2:16][CH2:17][O:18][CH2:19][CH2:20]2)[c:7]2[c:8]1[n:9][c:10]([C:12](=[NH:13])[S:14][CH3:22])[s:11]2.[IH:21]. Starting materials: C(=O)C1=C(OCCCCC(=O)O)C=CC=C1OCC1=CC=CC=C1 (5-(2-formyl-3-benzyloxyphenoxy) pentanoic acid). Reagents/catalysts: C(C)O (ethanol). Run at time 20 minute. Product: C(=O)C1=C(OCCCCC(=O)O)C=CC=C1O (5-(2-formyl-3-hydroxyphenoxy)pentanoic acid). RXN SMILES: [CH:1]([C:3]1[C:16]([O:17]CC2C=CC=CC=2)=[CH:15][CH:14]=[CH:13][C:4]=1[O:5][CH2:6][CH2:7][CH2:8][CH2:9][C:10]([OH:12])=[O:11])=[O:2]>C(O)C>[CH:1]([C:3]1[C:16]([OH:17])=[CH:15][CH:14]=[CH:13][C:4]=1[O:5][CH2:6][CH2:7][CH2:8][CH2:9][C:10]([OH:12])=[O:11])=[O:2]. Procedure details: A solution of 5-(2-formyl-3-benzyloxyphenoxy) pentanoic acid (1.0 g, 0.003 M) in ethanol containing 5% palladium on charcoal catalyst (0.61 g) was hydrogenated at atmospheric pressure. After 20 minutes the reaction was complete and the catalyst was filtered off and the ethanol removed in vacuo to give 5-(2-formyl-3-hydroxyphenoxy)pentanoic acid, m.p. 94° C. Reactants: FC(C=1C=C(C=CC1)C1(CCCCC1)C=O)(F)F (1-(3-(trifluoromethyl)phenyl)cyclohexane-carbaldehyde), CN (methylamine). Product: CNCC1(CCCCC1)C1=CC(=CC=C1)C(F)(F)F (N-methyl-1-(1-(3-(trifluoromethyl)phenyl)cyclohexyl)methanamine). Isolated yield 36.9%. Reaction SMILES: [F:1][C:2]([F:18])([F:17])[C:3]1[CH:4]=[C:5]([C:9]2([CH:15]=O)[CH2:14][CH2:13][CH2:12][CH2:11][CH2:10]2)[CH:6]=[CH:7][CH:8]=1.[CH3:19][NH2:20]>>[CH3:19][NH:20][CH2:15][C:9]1([C:5]2[CH:6]=[CH:7][CH:8]=[C:3]([C:2]([F:18])([F:17])[F:1])[CH:4]=2)[CH2:14][CH2:13][CH2:12][CH2:11][CH2:10]1. Procedure: The title compound was prepared from 1-(3-(trifluoromethyl)phenyl)cyclohexane-carbaldehyde (116 mg, 0.5 mmol) and methylamine (2.0 M in THF, 2.5 ml, 5.0 mmol) according to General Procedure H2.The crude product was purified by silica gel column chromatography (MeOH/CH2Cl2, MeOH from 0% to 15%) to give N-methyl-1-(1-(3-(trifluoromethyl)phenyl)cyclohexyl)methanamine (50 mg, 45%). 1H NMR (CDCl3): δ 1.28-1.52 (m 4H), 1.54-1.60 (m, 2H), 1.69-1.76 (m, 2H), 2.12-2.18 (m, 2H), 2.29 (s, 3H), 2.66 (s, 2H)...